This data is from the Open Reaction Database (ORD), a public repository of structured organic reaction records. The task is: describe an organic reaction: reactants, conditions, products, and yield The reactants are [Si](C)(C)(C(C)(C)C)OC[C@@H]1[C@H]([C@H]([C@H]2N=C(S[C@H]2O1)N(C(OC(C)(C)C)=O)C)F)O (tert-butyl (-(3aR,5R,6R,7S,7aR)-5-(((tert-butyldimethylsilyl)oxy)methyl)-7-fluoro-6-hydroxy-5,6,7,7a-tetrahydro-3aH-pyrano[3,2-d]thiazol-2-yl)(methyl)carbamate), Cl (HCl). The solvent is CO (MeOH). Run at time 5 hour. Yields the product F[C@@H]1[C@@H]([C@H](O[C@H]2[C@@H]1N=C(S2)NC)CO)O ((3aR,5R,6R,7S,7aR)-7-fluoro-5-(hydroxymethyl)-2-(methylamino)-5,6,7,7a-tetrahydro-3aH-pyrano[3,2-d]thiazol-6-ol). The yield is 88.7%. Reaction SMILES: [Si]([O:8][CH2:9][C@H:10]1[O:18][C@H:17]2[C@H:13]([N:14]=[C:15]([N:19](C)[C:20](=O)OC(C)(C)C)[S:16]2)[C@H:12]([F:28])[C@@H:11]1[OH:29])(C(C)(C)C)(C)C.Cl>CO>[F:28][C@H:12]1[C@H:13]2[N:14]=[C:15]([NH:19][CH3:20])[S:16][C@H:17]2[O:18][C@H:10]([CH2:9][OH:8])[C@H:11]1[OH:29]. Procedure: To a solution of tert-butyl (-(3aR,5R,6R,7S,7aR)-5-(((tert-butyldimethylsilyl)oxy)methyl)-7-fluoro-6-hydroxy-5,6,7,7a-tetrahydro-3aH-pyrano[3,2-d]thiazol-2-yl)(methyl)carbamate (0.200 g, 0.444 mmol) in dry MeOH (6 mL) was bubbled HCl gas for 30 sec. The mixture was stirred at room temperature for 5 h. After the solvent was evaporated under reduced pressure, the residue was neutralized with 1.0 M NH3 in MeOH and purified on silica gel by flash column chromatography (1.0 M NH3 in MeOH/DCM, 1:8) fo... The reactants are lactone, CC(CCC(=O)O)(C(C=C(Cl)Cl)O)C (3,3-dimethyl-4-hydroxy-6,6-dichlorohex-5-enecarboxylic acid), S(=O)(Cl)Cl (thionyl chloride), C(C)O (ethanol). Run at time 14 hour. The product is C(C)OC(=O)C1C(C1(C)C)C=C(Cl)Cl (2-(2',2'-dichlorovinyl)-3,3-dimethylcyclopropanecarboxylic acid ethyl ester). Isolated yield 81.0%. RXN SMILES: [CH3:1][C:2]([CH3:14])([CH:8](O)[CH:9]=[C:10]([Cl:12])[Cl:11])[CH2:3][CH2:4]C(O)=O.S(Cl)(Cl)=[O:16].[CH2:19]([OH:21])[CH3:20]>>[CH2:19]([O:21][C:4]([CH:3]1[C:2]([CH3:1])([CH3:14])[CH:8]1[CH:9]=[C:10]([Cl:11])[Cl:12])=[O:16])[CH3:20]. Reported procedure: 5.25 g (0.025 mol) of the lactone of 3,3-dimethyl-4-hydroxy-6,6-dichlorohex-5-enecarboxylic acid with 15 ml of thionyl chloride is held for 3 hours at 70° C. An addition of 20 ml of ethanol is then made, and the reaction mixture is allowed to stand for 14 hours at room temperature. The reaction mixture is concentrated by evaporation, and the residue is treated briefly with sodium ethylate in ethanol, as described in Example 3. After customary processing, there is obtained in 81% yield the 2-(2',... The reactants are BrCc1ccc(-c2ccccc2-c2nnnn2C(c2ccccc2)(c2ccccc2)c2ccccc2)cc1, O=C([O-])[O-], CCCCc1nc(=O)c2cc(C(C)O)ccc2[nH]1, CC(C)=O, [K+], [K+]. The product is CCCCc1nc2ccc(C(C)O)cc2c(=O)n1Cc1ccc(-c2ccccc2-c2nnnn2C(c2ccccc2)(c2ccccc2)c2ccccc2)cc1. Reaction SMILES: [Br:19][CH2:20][c:21]1[cH:22][cH:23][c:24](-[c:27]2[c:28](-[c:33]3[n:34][n:35][n:36][n:37]3[C:38]([c:39]3[cH:40][cH:41][cH:42][cH:43][cH:44]3)([c:45]3[cH:46][cH:47][cH:48][cH:49][cH:50]3)[c:51]3[cH:52][cH:53][cH:54][cH:55][cH:56]3)[cH:29][cH:30][cH:31][cH:32]2)[cH:25][cH:26]1.[C:57](=[O:58])([O-:59])[O-:60].[CH2:1]([CH2:2][CH2:3][CH3:4])[c:5]1[nH:6][c:7]2[cH:8][cH:9][c:10]([CH:16]([CH3:17])[OH:18])[cH:11][c:12]2[c:13](=[O:15])[n:14]1.[CH3:63][C:64](=[O:65])[CH3:66].[K+:61].[K+:62]>>[CH2:1]([CH2:2][CH2:3][CH3:4])[c:5]1[n:6][c:7]2[cH:8][cH:9][c:10]([CH:16]([CH3:17])[OH:18])[cH:11][c:12]2[c:13](=[O:15])[n:14]1[CH2:20][c:21]1[cH:22][cH:23][c:24](-[c:27]2[c:28](-[c:33]3[n:34][n:35][n:36][n:37]3[C:38]([c:39]3[cH:40][cH:41][cH:42][cH:43][cH:44]3)([c:45]3[cH:46][cH:47][cH:48][cH:49][cH:50]3)[c:51]3[cH:52][cH:53][cH:54][cH:55][cH:56]3)[cH:29][cH:30][cH:31][cH:32]2)[cH:25][cH:26]1.